Dataset: the Open Reaction Database (ORD), a public repository of structured organic reaction records. Task: describe an organic reaction: reactants, conditions, products, and yield Reactants: CCN, O=S(=O)(O)Cl, [Na+], [OH-], O, O=S(=O)(Cl)Cl, CCCCCCCCCc1ccccc1. The product is CCCCCCCCCc1ccccc1S(=O)(=O)NCC. RXN SMILES: [CH3:26][CH2:27][NH2:28].[Cl:1][S:2](=[O:3])(=[O:4])[OH:5].[Na+:30].[OH-:29].[OH2:31].[S:21]([Cl:22])([Cl:23])(=[O:24])=[O:25].[c:6]1([CH2:12][CH2:13][CH2:14][CH2:15][CH2:16][CH2:17][CH2:18][CH2:19][CH3:20])[cH:7][cH:8][cH:9][cH:10][cH:11]1>>[S:2](=[O:3])(=[O:5])([c:7]1[c:6]([CH2:12][CH2:13][CH2:14][CH2:15][CH2:16][CH2:17][CH2:18][CH2:19][CH3:20])[cH:11][cH:10][cH:9][cH:8]1)[NH:28][CH2:27][CH3:26]. The reactants are FC(C(=O)O)(F)F.C1(=CC=C(C=C1)C(=O)N[C@H](CC(=O)OCC)COC1=CC(=CC=C1)C(N)=N)C1=CC=CC=C1 (ethyl (3R)-3-[(biphenyl-4-carbonyl)amino]-4-(3-amidinophenoxy)butyrate trifluoroacetate). The solvent is Cl (hydrochloric acid). Conditions: temperature 60 celsius, time 19 hour. The product is FC(C(=O)O)(F)F.C1(=CC=C(C=C1)C(=O)N[C@H](CC(=O)O)COC1=CC(=CC=C1)C(N)=N)C1=CC=CC=C1 ((3R)-3-[(biphenyl-4-carbonyl)amino]-4-(3-amidinophenoxy)butyric acid trifluoroacetate). As a reaction SMILES: [F:1][C:2]([F:7])([F:6])[C:3]([OH:5])=[O:4].[C:8]1([C:35]2[CH:40]=[CH:39][CH:38]=[CH:37][CH:36]=2)[CH:13]=[CH:12][C:11]([C:14]([NH:16][C@@H:17]([CH2:24][O:25][C:26]2[CH:31]=[CH:30][CH:29]=[C:28]([C:32](=[NH:34])[NH2:33])[CH:27]=2)[CH2:18][C:19]([O:21]CC)=[O:20])=[O:15])=[CH:10][CH:9]=1>Cl>[F:1][C:2]([F:7])([F:6])[C:3]([OH:5])=[O:4].[C:8]1([C:35]2[CH:40]=[CH:39][CH:38]=[CH:37][CH:36]=2)[CH:9]=[CH:10][C:11]([C:14]([NH:16][C@@H:17]([CH2:24][O:25][C:26]2[CH:31]=[CH:30][CH:29]=[C:28]([C:32](=[NH:33])[NH2:34])[CH:27]=2)[CH2:18][C:19]([OH:21])=[O:20])=[O:15])=[CH:12][CH:13]=1 |f:0.1,3.4|. Procedure details: 120 mg (0.18 mmol) of ethyl (3R)-3-[(biphenyl-4-carbonyl)amino]-4-(3-amidinophenoxy)butyrate trifluoroacetate was dissolved in 5 ml of concentrated hydrochloric acid, and the solution was stirred at 60° C. for 19 hours. The solvent was evaporated, and the residue was treated by the reversed-phase high-performance liquid chromatography with silica gel, containing octadodecyl group chemically bonded thereto, as the filler. After the elution with a mixed solvent of water and acetonitrile containing... Starting materials: N#CCCC=C1CCCN(Cc2ccccc2)C1, CCO, [H][H]. Product: NCCCC=C1CCCN(Cc2ccccc2)C1. Reaction SMILES: [CH2:1]([c:2]1[cH:3][cH:4][cH:5][cH:6][cH:7]1)[N:8]1[CH2:9][C:10](=[CH:14][CH2:15][CH2:16][C:17]#[N:18])[CH2:11][CH2:12][CH2:13]1.[CH3:21][CH2:22][OH:23].[H:19][H:20]>>[CH2:1]([c:2]1[cH:3][cH:4][cH:5][cH:6][cH:7]1)[N:8]1[CH2:9][C:10](=[CH:14][CH2:15][CH2:16][CH2:17][NH2:18])[CH2:11][CH2:12][CH2:13]1.